Task: describe an organic reaction: reactants, conditions, products, and yield. Dataset: the Open Reaction Database (ORD), a public repository of structured organic reaction records Reactants: C(C)(=O)C1=NC(=CC=C1)C (2-acetyl-6-methylpyridine), COC(N(C)C)OC (N,N-dimethylformamide dimethylacetal). Product: CN(C=CC(=O)C1=NC(=CC=C1)C)C (3-dimethylamino-1-(6-methyl-2-pyridyl)-2-propen-1-one). As a reaction SMILES: [C:1]([C:4]1[CH:9]=[CH:8][CH:7]=[C:6]([CH3:10])[N:5]=1)(=[O:3])[CH3:2].CO[CH:13](OC)[N:14]([CH3:16])[CH3:15]>>[CH3:13][N:14]([CH3:16])[CH:15]=[CH:2][C:1]([C:4]1[CH:9]=[CH:8][CH:7]=[C:6]([CH3:10])[N:5]=1)=[O:3]. Reported procedure: A mixture of 25.0 g of 2-acetyl-6-methylpyridine and 35 ml. of N,N-dimethylformamide dimethylacetal is refluxed for 16 hours. The mixture is cooled and filtered to give 3-dimethylamino-1-(6-methyl-2-pyridyl)-2-propen-1-one as crystals, m.p. 97°-98° C. Reactants: C[C@@H]1CN(C[C@H](C1)C)CCCOC1=CC=C(C=C1)C(CC=O)=O (trans-3,5-dimethyl-1-{3-[4-(3-oxopropanoyl)phenoxy]propyl}-piperidine), O.NN (hydrazine hydrate). Solvent: CO (methanol), O (water). Run at time 1 hour. Yields the product C[C@@H]1CN(C[C@H](C1)C)CCCOC1=CC=C(C=C1)C1=NNC=C1 (trans-3,5-dimethyl-1-{3-[4-(pyrazol-3-yl)phenoxy]propyl}piperidine). RXN SMILES: [CH3:1][C@H:2]1[CH2:7][C@H:6]([CH3:8])[CH2:5][N:4]([CH2:9][CH2:10][CH2:11][O:12][C:13]2[CH:18]=[CH:17][C:16]([C:19](=O)[CH2:20][CH:21]=O)=[CH:15][CH:14]=2)[CH2:3]1.O.[NH2:25][NH2:26]>CO.O>[CH3:1][C@H:2]1[CH2:7][C@H:6]([CH3:8])[CH2:5][N:4]([CH2:9][CH2:10][CH2:11][O:12][C:13]2[CH:18]=[CH:17][C:16]([C:19]3[CH:20]=[CH:21][NH:26][N:25]=3)=[CH:15][CH:14]=2)[CH2:3]1 |f:1.2|. Reported procedure: A solution of trans-3,5-dimethyl-1-{3-[4-(3-oxopropanoyl)phenoxy]propyl}-piperidine (200 mg) in a mixture of hydrazine hydrate (50 μL) and methanol (4 mL) is stirred for one hour at room temperature. The mixture is diluted with water and extracted twice with ethyl acetate, dried over magnesium sulphate, concentrated under reduced pressure and purified by chromatography over silica gel. Fractions containing the expected product are pooled, concentrated under reduced pressure and salted with oxali... The reactants are NC1=NC(=CC(=C1)C(=O)C1=CC=CC=C1)N ((2,6-diamino-pyridin-4-yl)-phenyl-methanone), C1(=C(C(=CC(=C1)C)C)S(=O)(=O)NO)C (o-mesitylene-sulfonylhydroxylamine), N1=C(C=CC=C1)C=O (pyridine-2-carbaldehyde). The product is NC1=CC(=CC=2N1N=C(N2)C2=NC=CC=C2)C(=O)C2=CC=CC=C2 ((5-Amino-2-pyridin-2-yl-[1,2,4]triazolo[1,5-a]pyridin-7-yl)-phenyl-methanone). As a reaction SMILES: [NH2:1][C:2]1[CH:7]=[C:6]([C:8]([C:10]2[CH:15]=[CH:14][CH:13]=[CH:12][CH:11]=2)=[O:9])[CH:5]=[C:4]([NH2:16])[N:3]=1.C1(C)C=C(C)C=C(C)C=1S([NH:28]O)(=O)=O.[N:31]1[CH:36]=[CH:35][CH:34]=[CH:33][C:32]=1[CH:37]=O>>[NH2:16][C:4]1[N:3]2[N:28]=[C:37]([C:32]3[CH:33]=[CH:34][CH:35]=[CH:36][N:31]=3)[N:1]=[C:2]2[CH:7]=[C:6]([C:8]([C:10]2[CH:15]=[CH:14][CH:13]=[CH:12][CH:11]=2)=[O:9])[CH:5]=1. Procedure details: The title compound, MS m/e (%): 316 (M+H+, 100), was prepared in accordance with the general method of example 373 from (2,6-diamino-pyridin-4-yl)-phenyl-methanone, o-mesitylene-sulfonylhydroxylamine, and pyridine-2-carbaldehyde. The purification was performed with reversed phase HPLC eluting with an acetonitrile/water gradient. Yield: 98.1%. Procedure details: To 0.59 g of (1S,4S)-(1-{4-[(4-amino-benzenesulfonyl)-isobutyl-amino]-5-hydroxy-pentylcarbamoyl}-2,2-diphenyl-ethyl)-carbamic acid tert-butyl ester in 5 mL of dichloromethane under stirring were added 5 mL of trifluoroacetic acid. The reaction was followed by TLC and upon disappearance of the starting material the mixture was evaporated in vacuo. The residue was taken up in ethyl acetate and the organic layer washed with aqueous 1.0N sodium hydroxide, with brine, dried over magnesium sulfate and... Starting materials: C(C)(C)(C)OC(N[C@@H](C(C1=CC=CC=C1)C1=CC=CC=C1)C(NCCC[C@@H](CO)N(CC(C)C)S(=O)(=O)C1=CC=C(C=C1)N)=O)=O ((1S,4S)-(1-{4-[(4-amino-benzenesulfonyl)-isobutyl-amino]-5-hydroxy-pentylcarbamoyl}-2,2-diphenyl-ethyl)-carbamic acid tert-butyl ester), FC(C(=O)O)(F)F (trifluoroacetic acid). RXN SMILES: C(OC(=O)[NH:7][C@H:8]([C:22](=[O:45])[NH:23][CH2:24][CH2:25][CH2:26][C@H:27]([N:30]([S:35]([C:38]1[CH:43]=[CH:42][C:41]([NH2:44])=[CH:40][CH:39]=1)(=[O:37])=[O:36])[CH2:31][CH:32]([CH3:34])[CH3:33])[CH2:28][OH:29])[CH:9]([C:16]1[CH:21]=[CH:20][CH:19]=[CH:18][CH:17]=1)[C:10]1[CH:15]=[CH:14][CH:13]=[CH:12][CH:11]=1)(C)(C)C.FC(F)(F)C(O)=O>ClCCl>[NH2:7][C@@H:8]([CH:9]([C:16]1[CH:17]=[CH:18][CH:19]=[CH:20][CH:21]=1)[C:10]1[CH:11]=[CH:12][CH:13]=[CH:14][CH:15]=1)[C:22]([NH:23][CH2:24][CH2:25][CH2:26][C@H:27]([N:30]([S:35]([C:38]1[CH:39]=[CH:40][C:41]([NH2:44])=[CH:42][CH:43]=1)(=[O:37])=[O:36])[CH2:31][CH:32]([CH3:34])[CH3:33])[CH2:28][OH:29])=[O:45]. The solvent is ClCCl (dichloromethane). Product: N[C@H](C(=O)NCCC[C@@H](CO)N(CC(C)C)S(=O)(=O)C1=CC=C(C=C1)N)C(C1=CC=CC=C1)C1=CC=CC=C1 ((2S,4S)-2-Amino-N-{4-[(4-amino-benzenesulfonyl)-isobutyl-amino]-5-hydroxy-pentyl}-3,3-diphenyl-propionamide). The reactants are CN1CCN(c2ccc(CNC(=O)OC(C)(C)C)cc2)CC1, O=C1CCC(=O)N1Cl, ClCCl. The product is CN1CCN(c2ccc(CNC(=O)OC(C)(C)C)cc2Cl)CC1. RXN SMILES: [CH3:1][N:2]1[CH2:3][CH2:4][N:5]([c:8]2[cH:9][cH:10][c:11]([CH2:12][NH:13][C:14]([O:15][C:16]([CH3:17])([CH3:18])[CH3:19])=[O:20])[cH:21][cH:22]2)[CH2:6][CH2:7]1.[Cl:23][N:24]1[C:25](=[O:26])[CH2:27][CH2:28][C:29]1=[O:30].[Cl:31][CH2:32][Cl:33]>>[CH3:1][N:2]1[CH2:3][CH2:4][N:5]([c:8]2[cH:9][cH:10][c:11]([CH2:12][NH:13][C:14]([O:15][C:16]([CH3:17])([CH3:18])[CH3:19])=[O:20])[cH:21][c:22]2[Cl:23])[CH2:6][CH2:7]1. Reactants: ON=C(C(=O)O)C=1OC=CC1 (2-Hydroxyimino-2-(fur-2-yl)acetic acid), ice, ClC(C(=O)Cl)Cl (dichloroacetyl chloride). Run in C(Cl)Cl (methylene chloride). Reaction conditions: time 15 minute. Yields the product ClC(C(=O)ON=C(C(=O)O)C=1OC=CC1)Cl (2-dichloroacetoxyimino-2-(fur-2-yl)acetic acid). Isolated yield 63.0%. Reaction SMILES: [OH:1][N:2]=[C:3]([C:7]1[O:8][CH:9]=[CH:10][CH:11]=1)[C:4]([OH:6])=[O:5].[Cl:12][CH:13]([Cl:17])[C:14](Cl)=[O:15]>C(Cl)Cl>[Cl:12][CH:13]([Cl:17])[C:14]([O:1][N:2]=[C:3]([C:7]1[O:8][CH:9]=[CH:10][CH:11]=1)[C:4]([OH:6])=[O:5])=[O:15]. Procedure details: 2-Hydroxyimino-2-(fur-2-yl)acetic acid (1.38g) mixture was added portionwise to an ice cold solution of dichloroacetyl chloride (2.8 mls.) in dry methylene chloride (14 mls.). After 15 mins stirring a white precipitate was formed which was collected, washed successively with cold dry methylene chloride and petrol (b.p. 40°-60°) and dried to yield 2-dichloroacetoxyimino-2-(fur-2-yl)acetic acid (syn-isomer) (1.5 g, 63%). Starting materials: C(C(C)O)O (1,2-propanediol), C1(=CC=C(C=C1)S(=O)(=O)O)C (p-toluenesulfonic acid), ClC=1C(=NC=C(C1)C(F)(F)F)C1=CC(=C(C=C1)Cl)C(OC)OC (3-chloro-2-(4-chloro-3-dimethoxymethylphenyl)-5-trifluoromethylpyridine). Run in C1(=CC=CC=C1)C (toluene). Reaction conditions: temperature 23 celsius, time 16 hour. Product: ClC=1C(=NC=C(C1)C(F)(F)F)C1=CC(=C(C=C1)Cl)C1OCC(O1)C (3-Chloro-2-[4-chloro-3-(4-methyl-1,3-dioxolan-2-yl)phenyl]-5-trifluoromethylpyridine). As a reaction SMILES: [CH2:1]([OH:5])[CH:2]([OH:4])[CH3:3].C1(C)C=CC(S(O)(=O)=O)=CC=1.[Cl:17][C:18]1[C:19]([C:28]2[CH:33]=[CH:32][C:31]([Cl:34])=[C:30]([CH:35](OC)OC)[CH:29]=2)=[N:20][CH:21]=[C:22]([C:24]([F:27])([F:26])[F:25])[CH:23]=1>C1(C)C=CC=CC=1>[Cl:17][C:18]1[C:19]([C:28]2[CH:33]=[CH:32][C:31]([Cl:34])=[C:30]([CH:35]3[O:4][CH:2]([CH3:3])[CH2:1][O:5]3)[CH:29]=2)=[N:20][CH:21]=[C:22]([C:24]([F:26])([F:27])[F:25])[CH:23]=1. Reported procedure: 2.0 g of 1,2-propanediol and 100 mg of p-toluenesulfonic acid were added to 3.2 g of 3-chloro-2-(4-chloro-3-dimethoxymethylphenyl)-5-trifluoromethylpyridine in 100 ml of anhydrous toluene. The mixture was then refluxed for two hours and stirred at 23° C. for 16 hours. Extraction was carried out first with 50 ml of a 10% by weight sodium bicarbonate solution and then three times with 80 ml of water each time, after which the organic solution was dried over sodium sulfate and concentrated. The res...